This data is from the Open Reaction Database (ORD), a public repository of structured organic reaction records. The task is: describe an organic reaction: reactants, conditions, products, and yield Reactants: N=1C=CN2C1C(=CC=C2)N (imidazo[1,2-a]pyridin-8-ylamine), N1=CC=CC=C1 (pyridine), ClC(=O)OC1=CC=CC=C1 (phenyl chloroformate). The solvent is CC#N (CH3CN), CCOC(=O)C (EtOAc). Conditions: time 4 hour. Yields the product C1(=CC=CC=C1)OC(NC=1C=2N(C=CC1)C=CN2)=O (imidazo[1,2-a]pyridin-8-yl-carbamic acid phenyl ester). The yield is 54.2%. RXN SMILES: [N:1]1[CH:2]=[CH:3][N:4]2[CH:9]=[CH:8][CH:7]=[C:6]([NH2:10])[C:5]=12.N1C=CC=CC=1.Cl[C:18]([O:20][C:21]1[CH:26]=[CH:25][CH:24]=[CH:23][CH:22]=1)=[O:19]>CC#N.CCOC(C)=O>[C:21]1([O:20][C:18](=[O:19])[NH:10][C:6]2[C:5]3[N:4]([CH:3]=[CH:2][N:1]=3)[CH:9]=[CH:8][CH:7]=2)[CH:26]=[CH:25][CH:24]=[CH:23][CH:22]=1. Procedure details: To a solution of imidazo[1,2-a]pyridin-8-ylamine (397 mg, 2.98 mmol) in dry CH3CN (5.0 mL) was added pyridine (282 mg, 3.57 mmol) and phenyl chloroformate (467 mg, 2.98 mmol) and the reaction mixture was stirred at rt. After 4 h, the mixture was diluted with EtOAc (100 mL) and washed with saturated aqueous NaHCO3 (50 mL). The organic layer was dried (MgSO4) and concentrated. The residue was purified (FCC) to give imidazo[1,2-a]pyridin-8-yl-carbamic acid phenyl ester (409.1 mg, 54%). MS (ESI+): c... The reactants are O=C([O-])[O-], CI, Fc1ccc(S)c(Cl)c1, [K+], [K+], CN(C)C=O, O. Product: CSc1ccc(F)cc1Cl. Reaction SMILES: [C:10](=[O:11])([O-:12])[O-:13].[CH3:16][I:17].[Cl:1][c:2]1[c:3]([SH:9])[cH:4][cH:5][c:6]([F:8])[cH:7]1.[K+:14].[K+:15].[O:18]=[CH:19][N:20]([CH3:21])[CH3:22].[OH2:23]>>[Cl:1][c:2]1[c:3]([S:9][CH3:10])[cH:4][cH:5][c:6]([F:8])[cH:7]1. Starting materials: C(C)OC(=O)NC(CC#N)=O (N-ethoxycarbonylcyanoacetamide), C(C)(OCC)(OCC)OCC (triethyl orthoacetate), C(C)(=O)OC(C)=O (acetic anhydride). Yields the product C(#N)C(C(=O)NC(=O)OCC)=C(C)OCC (α-cyano-β-ethoxy-β-methyl-N-ethoxycarbonylacrylamide). RXN SMILES: [CH2:1]([O:3][C:4]([NH:6][C:7](=[O:11])[CH2:8][C:9]#[N:10])=[O:5])[CH3:2].[C:12](OCC)(OCC)([O:14][CH2:15][CH3:16])[CH3:13].C(OC(=O)C)(=O)C>>[C:9]([C:8](=[C:12]([O:14][CH2:15][CH3:16])[CH3:13])[C:7]([NH:6][C:4]([O:3][CH2:1][CH3:2])=[O:5])=[O:11])#[N:10]. Reported procedure: Following the method of Example 1, N-ethoxycarbonylcyanoacetamide is heated with triethyl orthoacetate and acetic anhydride to give α-cyano-β-ethoxy-β-methyl-N-ethoxycarbonylacrylamide, which in turn is reacted with 2,4,6-trichlorophenylhydrazine. The resulting compound α-cyano-β-methyl-β-(2,4,6-trichlorophenylhydrazino)-N-ethoxycarbonylacrylamide (m.p.=183°-184°) is cyclized, yielding 5-cyano-6-methyl-1-(2,4,6-trichloroanilino)-2,4-pyrimidinedione, m.p.=>305°.